describe an organic reaction: reactants, conditions, products, and yield From a dataset of the Open Reaction Database (ORD), a public repository of structured organic reaction records. Reaction SMILES: [CH2:1]1[CH:3]([C:4]([NH2:6])=N)[CH2:2]1.Cl.[Br:8][C:9]1[CH:10]=[CH:11][C:12]2[O:18][CH2:17][CH2:16][N:15]3[C:19](I)=[C:20]([C:22]([NH2:24])=[O:23])[N:21]=[C:14]3[C:13]=2[CH:26]=1.[NH2:27][NH2:28].[CH2:29](Cl)Cl>>[Br:8][C:9]1[CH:10]=[CH:11][C:12]2[O:18][CH2:17][CH2:16][N:15]3[C:19]([C:29]4[NH:28][N:27]=[C:4]([CH:3]5[CH2:1][CH2:2]5)[N:6]=4)=[C:20]([C:22]([NH2:24])=[O:23])[N:21]=[C:14]3[C:13]=2[CH:26]=1 |f:0.1|. Reactants: C(Cl)Cl (methylene chloride), C1CC1C(=N)N.Cl (Cyclopropylcarboxamidine hydrochloride), BrC=1C=CC2=C(C=3N(CCO2)C(=C(N3)C(=O)N)I)C1 (10-bromo-3-iodo-5,6-dihydroimidazo[1,2-d][1,4]benzoxazepine-2-carboxamide), NN (hydrazine). Procedure: 10-bromo-3-(3-cyclopropyl-1H-1,2,4-triazol-5-yl)-5,6-dihydrobenzo[f]imidazo[1,2-d][1,4]oxazepine-2-carboxamide was prepared similarly according to Procedure I. Cyclopropylcarboxamidine hydrochloride was reacted with 10-bromo-3-iodo-5,6-dihydroimidazo[1,2-d][1,4]benzoxazepine-2-carboxamide then hydrazine. The completed reaction was then diluted with methylene chloride and filtered over celite to afford 83 mg (31% yield) of the title compound. Yield: 31.0%. Product: BrC=1C=CC2=C(C=3N(CCO2)C(=C(N3)C(=O)N)C3=NC(=NN3)C3CC3)C1 (10-bromo-3-(3-cyclopropyl-1H-1,2,4-triazol-5-yl)-5,6-dihydrobenzo[f]imidazo[1,2-d][1,4]oxazepine-2-carboxamide). Starting materials: COC(=O)C(O)COCCO[Si](c1ccccc1)(c1ccccc1)C(C)(C)C, CS(C)=O, Clc1ccccc1-n1ncc2c(Cl)ncnc21. Product: COC(=O)C(COCCO[Si](c1ccccc1)(c1ccccc1)C(C)(C)C)Oc1ncnc2c1cnn2-c1ccccc1Cl. RXN SMILES: [C:1]([CH3:2])([CH3:3])([CH3:4])[Si:5]([O:6][CH2:7][CH2:8][O:9][CH2:10][CH:11]([C:12](=[O:13])[O:14][CH3:15])[OH:16])([c:17]1[cH:18][cH:19][cH:20][cH:21][cH:22]1)[c:23]1[cH:24][cH:25][cH:26][cH:27][cH:28]1.[CH3:46][S:47]([CH3:48])=[O:49].[Cl:29][c:30]1[c:31]2[c:32]([n:33][cH:34][n:35]1)[n:36](-[c:39]1[c:40]([Cl:45])[cH:41][cH:42][cH:43][cH:44]1)[n:37][cH:38]2>>[C:1]([CH3:2])([CH3:3])([CH3:4])[Si:5]([O:6][CH2:7][CH2:8][O:9][CH2:10][CH:11]([C:12](=[O:13])[O:14][CH3:15])[O:16][c:30]1[c:31]2[c:32]([n:33][cH:34][n:35]1)[n:36](-[c:39]1[c:40]([Cl:45])[cH:41][cH:42][cH:43][cH:44]1)[n:37][cH:38]2)([c:17]1[cH:18][cH:19][cH:20][cH:21][cH:22]1)[c:23]1[cH:24][cH:25][cH:26][cH:27][cH:28]1. The reactants are Br, CC(=O)O, COc1nc2c(cc1[N+](=O)[O-])C(C)CN(C(=O)C(F)(F)F)CC2, CCOC(C)=O, [Na+], O=C([O-])O. Product: CC1CN(C(=O)C(F)(F)F)CCc2nc(O)c([N+](=O)[O-])cc21. As a reaction SMILES: [BrH:24].[C:25]([OH:26])(=[O:27])[CH3:28].[CH3:1][O:2][c:3]1[c:4]([N+:21](=[O:22])[O-:23])[cH:5][c:6]2[c:7]([n:20]1)[CH2:8][CH2:9][N:10]([C:14]([C:15]([F:16])([F:17])[F:18])=[O:19])[CH2:11][CH:12]2[CH3:13].[CH3:34][CH2:35][O:36][C:37]([CH3:38])=[O:39].[Na+:33].[O-:29][C:30]([OH:31])=[O:32]>>[OH:2][c:3]1[c:4]([N+:21](=[O:22])[O-:23])[cH:5][c:6]2[c:7]([n:20]1)[CH2:8][CH2:9][N:10]([C:14]([C:15]([F:16])([F:17])[F:18])=[O:19])[CH2:11][CH:12]2[CH3:13]. Starting materials: [Al+3], O=C([O-])C(O)C(O)C(=O)[O-], CCOCC, CCC=C(C=CC(=O)OC)CC, CCOC(C)=O, [H-], [H-], [H-], [H-], [K+], [Li+], [Na+]. Yields the product CCC=C(C=CCO)CC. Reaction SMILES: [Al+3:2].[C:25]([CH:26]([CH:27]([C:28]([O-:29])=[O:30])[OH:31])[OH:32])([O-:33])=[O:34].[CH2:37]([O:38][CH2:39][CH3:40])[CH3:41].[CH2:7]([CH3:8])[C:9]([CH:10]=[CH:11][C:12](=[O:13])[O:14][CH3:15])=[CH:16][CH2:17][CH3:18].[CH3:19][CH2:20][O:21][C:22](=[O:23])[CH3:24].[H-:1].[H-:4].[H-:5].[H-:6].[K+:36].[Li+:3].[Na+:35]>>[CH2:7]([CH3:8])[C:9]([CH:10]=[CH:11][CH2:12][OH:13])=[CH:16][CH2:17][CH3:18]. Reactants: COC(C1=CC(=CC=C1)SC1=C(NC2=CC(=CC=C12)Cl)C)=O (3-(6-chloro-2-methyl-1H-indol-3-ylsulfanyl)-benzoic acid methyl ester), BrC1=CC(=CC=C1)Cl (1-bromo-3-chlorobenzene). The product is COC(C1=CC(=CC=C1)SC1=C(N(C2=CC(=CC=C12)Cl)C1=CC(=CC=C1)Cl)C)=O (3-[6-Chloro-1-(3-chloro-phenyl)-2-methyl-1H-indol-3-ylsulfanyl]-benzoic acid methyl ester). Reaction SMILES: [CH3:1][O:2][C:3](=[O:22])[C:4]1[CH:9]=[CH:8][CH:7]=[C:6]([S:10][C:11]2[C:19]3[C:14](=[CH:15][C:16]([Cl:20])=[CH:17][CH:18]=3)[NH:13][C:12]=2[CH3:21])[CH:5]=1.Br[C:24]1[CH:29]=[CH:28][CH:27]=[C:26]([Cl:30])[CH:25]=1>>[CH3:1][O:2][C:3](=[O:22])[C:4]1[CH:9]=[CH:8][CH:7]=[C:6]([S:10][C:11]2[C:19]3[C:14](=[CH:15][C:16]([Cl:20])=[CH:17][CH:18]=3)[N:13]([C:24]3[CH:29]=[CH:28][CH:27]=[C:26]([Cl:30])[CH:25]=3)[C:12]=2[CH3:21])[CH:5]=1. Reported procedure: Prepared according to the procedure described in Example 27, Step 1, using the following starting materials: 3-(6-chloro-2-methyl-1H-indol-3-ylsulfanyl)-benzoic acid methyl ester and 1-bromo-3-chlorobenzene. Reactants: B(Br)(Br)Br (boron tribromide), solution, C(Cl)Cl (DCM), C(C1=CC=CC=C1)OC1=C(C=CC=C1)C(C)(C)NC=1C(N(C=CN1)C=1C=C(C(=O)NC2CC2)C=CC1Cl)=O (3-[3-({1-[2-(benzyloxy)phenyl]-1-methylethyl}amino)-2-oxopyrazin-1(2H)-yl]-4-chloro-N-cyclopropylbenzamide), C(Cl)Cl (DCM). Solvent: O (water). Conditions: temperature 0 celsius, time 1 hour. Yields the product C(C)(CC)NC(C1=CC(=C(C=C1)Cl)N1C(C(=NC=C1)NC(C)(C)C1=C(C=CC=C1)O)=O)=O (N-(sec-butyl)-4-chloro-3-[3-{[1-(2-hydroxyphenyl)-1-methylethyl]amino}-2-oxopyrazin-1(2H)-yl]benzamide). Reaction SMILES: C([O:8][C:9]1[CH:14]=[CH:13][CH:12]=[CH:11][C:10]=1[C:15]([NH:18][C:19]1[C:20](=[O:38])[N:21]([C:25]2[CH:26]=[C:27]([CH:34]=[CH:35][C:36]=2[Cl:37])[C:28]([NH:30][CH:31]2[CH2:33][CH2:32]2)=[O:29])[CH:22]=[CH:23][N:24]=1)([CH3:17])[CH3:16])C1C=CC=CC=1.B(Br)(Br)Br.[CH2:43](Cl)Cl>O>[CH:31]([NH:30][C:28](=[O:29])[C:27]1[CH:34]=[CH:35][C:36]([Cl:37])=[C:25]([N:21]2[CH:22]=[CH:23][N:24]=[C:19]([NH:18][C:15]([C:10]3[CH:11]=[CH:12][CH:13]=[CH:14][C:9]=3[OH:8])([CH3:17])[CH3:16])[C:20]2=[O:38])[CH:26]=1)([CH2:33][CH3:32])[CH3:43]. Reported procedure: A solution of 3-[3-({1-[2-(benzyloxy)phenyl]-1-methylethyl}amino)-2-oxopyrazin-1(2H)-yl]-4-chloro-N-cyclopropylbenzamide (Example 330g, 2.23 g) dissolved in DCM (30 mL) was treated with boron tribromide (8.43 mL of a 1M solution in DCM) at 0° C. under nitrogen. The resulting mixture was stirred at 0° C. for 1 h. The reaction mixture was diluted with water (200 mL), and extracted with dichloromethane (250 mL). The organic was dried (MgSO4), filtered and evaporated to afford crude product. The cru... Reactants: CC=1C(=CC=2C(=CCC(C2C1)(C)C)C)NC1=CC=C(C(=O)[O-])C=C1 (4-[(3,5,5,8-Tetramethyl-5,6-dihydronaphthalen-2-yl)amino]benzoate), CC=1C(=CC=2C(=CCC(C2C1)(C)C)C)NC1=CC=C(C(=O)[O-])C=C1 (4-[(3,5,5,8-Tetramethyl-5,6-dihydronaphthalen-2-yl)amino]benzoate), C1CCOC1 (THF), C(C)=O (acetaldehyde), [BH3-]C#N.[Na+] (NaBH3CN). The solvent is C(C)(=O)O (acetic acid), C(C)(=O)OCC (ethyl acetate), O (water). Conditions: time 24 hour. Yields the product C(C)C1=CCC(C=2C=C(C(=CC12)NC1=CC=C(C(=O)OCC)C=C1)C)(C)C (Ethyl 4-[(8-Ethyl-3,5,5-trimethyl-5,6-dihydronaphthalen-2-yl)amino]benzoate). The yield is 88.0%. RXN SMILES: [CH3:1][C:2]1[C:3]([NH:15][C:16]2[CH:24]=[CH:23][C:19]([C:20]([O-:22])=[O:21])=[CH:18][CH:17]=2)=[CH:4][C:5]2[C:6]([CH3:14])=[CH:7][CH2:8][C:9]([CH3:13])([CH3:12])[C:10]=2[CH:11]=1.[CH2:25]1COC[CH2:26]1.[CH:30](=O)C.[BH3-]C#N.[Na+]>C(OCC)(=O)C.O.C(O)(=O)C>[CH2:14]([C:6]1[C:5]2[CH:4]=[C:3]([NH:15][C:16]3[CH:17]=[CH:18][C:19]([C:20]([O:22][CH2:25][CH3:26])=[O:21])=[CH:23][CH:24]=3)[C:2]([CH3:1])=[CH:11][C:10]=2[C:9]([CH3:12])([CH3:13])[CH2:8][CH:7]=1)[CH3:30] |f:3.4|. Procedure: General Procedure D To a solution of 4-[(3,5,5,8-Tetramethyl-5,6-dihydronaphthalen-2-yl)amino]benzoate (Compound 15, 0.20 g, 0.58 mmol) and 5 mL of THF was added acetaldehyde (0.30 mL, 5.8 mmol), followed by NaBH3CN (0.10 g, 1.74 mmol) and glacial acetic acid (2 mL). The resulting reaction mixture was stirred at room temperature for 24 h, then treated with water and ethyl acetate. The layers were separated, and the aqueous layer was extracted three times with ethyl acetate. The combined organic ... Starting materials: C[O-], CO, N#Cc1ccc(C(F)(F)F)cc1[N+](=O)[O-], [Na+], O. Product: COc1cc(C(F)(F)F)ccc1C#N. Reaction SMILES: [CH3:16][O-:17].[CH3:20][OH:21].[N+:1]([O-:2])(=[O:3])[c:4]1[c:5]([C:6]#[N:7])[cH:8][cH:9][c:10]([C:12]([F:13])([F:14])[F:15])[cH:11]1.[Na+:18].[OH2:19]>>[c:4]1([O:17][CH3:16])[c:5]([C:6]#[N:7])[cH:8][cH:9][c:10]([C:12]([F:13])([F:14])[F:15])[cH:11]1. The reactants are Cc1ccccc1, OCc1nc(-c2ccc(OC(F)(F)F)cc2)ns1, O, BrP(Br)Br. Product: FC(F)(F)Oc1ccc(-c2nsc(CBr)n2)cc1. RXN SMILES: [CH3:24][c:25]1[cH:26][cH:27][cH:28][cH:29][cH:30]1.[F:1][C:2]([O:3][c:4]1[cH:5][cH:6][c:7](-[c:10]2[n:11][s:12][c:13]([CH2:15][OH:16])[n:14]2)[cH:8][cH:9]1)([F:17])[F:18].[OH2:23].[P:19]([Br:20])([Br:21])[Br:22]>>[F:1][C:2]([O:3][c:4]1[cH:5][cH:6][c:7](-[c:10]2[n:11][s:12][c:13]([CH2:15][Br:20])[n:14]2)[cH:8][cH:9]1)([F:17])[F:18].